This data is from the Open Reaction Database (ORD), a public repository of structured organic reaction records. The task is: describe an organic reaction: reactants, conditions, products, and yield Starting materials: CO, ClCCl, [NH-]CC(F)(F)F, O=C(O)C(F)(F)F. The product is [NH-]CC(F)(F)F, O=C([O-])C(F)(F)F. As a reaction SMILES: [CH3:17][OH:18].[Cl:14][CH2:15][Cl:16].[F:1][C:2]([CH2:3][NH-:4])([F:5])[F:6].[OH:7][C:8](=[O:9])[C:10]([F:11])([F:12])[F:13]>>[F:1][C:2]([CH2:3][NH-:4])([F:5])[F:6].[O:7]=[C:8]([O-:9])[C:10]([F:11])([F:12])[F:13]. Starting materials: aqueous solution, [OH-].[Na+] (sodium hydroxide), FC=1C=C(C=CC1F)CC#N ((3,4-difluoro-phenyl)-acetonitrile), BrCCCl (1-bromo-2-chloroethane). The reagents and catalysts are [Cl-].C(C1=CC=CC=C1)[N+](CC)(CC)CC (benzyltriethylammonium chloride). Run in O (water). Conditions: temperature 70 celsius, time 8 hour. Yields the product FC=1C=C(C=CC1F)C1(CC1)C#N (1-(3,4-difluoro-phenyl)-cyclopropanecarbonitrile). Reaction SMILES: [OH-].[Na+].[F:3][C:4]1[CH:5]=[C:6]([CH2:11][C:12]#[N:13])[CH:7]=[CH:8][C:9]=1[F:10].Br[CH2:15][CH2:16]Cl>[Cl-].C([N+](CC)(CC)CC)C1C=CC=CC=1.O>[F:3][C:4]1[CH:5]=[C:6]([C:11]2([C:12]#[N:13])[CH2:16][CH2:15]2)[CH:7]=[CH:8][C:9]=1[F:10] |f:0.1,4.5|. Reported procedure: A 50% aqueous solution of sodium hydroxide (18 g, 46 mmol) was slowly added to a mixture of (3,4-difluoro-phenyl)-acetonitrile (7.1 g, 46 mmol), benzyltriethylammonium chloride (0.26 g, 1.2 mmol) and 1-bromo-2-chloroethane (15 g, 105 mmol) at 70° C. The mixture was stirred overnight at 70° C. The cooled reaction mixture was diluted with water (50 mL) and extracted three times with ethyl acetate (50 mL). The combined organic layers were washed with a saturated aqueous solution of sodium chloride,... The reactants are three, CCOC(=O)/N=N/C(=O)OCC (DEAD), [N+](=O)([O-])C1=CC=C(C=C1)[C@H](CO)C ((2R)-2-(4-nitrophenyl)propan-1-ol), C1(C=2C(C(N1)=O)=CC=CC2)=O (phthalimide), C1(=CC=CC=C1)P(C1=CC=CC=C1)C1=CC=CC=C1 (triphenylphosphine). Run in C1CCOC1 (THF). Conditions: time 8 hour. Yields the product [N+](=O)([O-])C1=CC=C(C=C1)[C@H](CN1C(C2=CC=CC=C2C1=O)=O)C (2-[(2R)-2-(4-nitrophenyl)propyl]isoindoline-1,3-dione). Yield: 97.2%. RXN SMILES: [N+:1]([C:4]1[CH:9]=[CH:8][C:7]([C@@H:10]([CH3:13])[CH2:11]O)=[CH:6][CH:5]=1)([O-:3])=[O:2].[C:14]1(=[O:24])[NH:18][C:17](=[O:19])[C:16]2=[CH:20][CH:21]=[CH:22][CH:23]=[C:15]12.C1(P(C2C=CC=CC=2)C2C=CC=CC=2)C=CC=CC=1.CCOC(/N=N/C(OCC)=O)=O>C1COCC1>[N+:1]([C:4]1[CH:9]=[CH:8][C:7]([C@@H:10]([CH3:13])[CH2:11][N:18]2[C:14](=[O:24])[C:15]3[C:16](=[CH:20][CH:21]=[CH:22][CH:23]=3)[C:17]2=[O:19])=[CH:6][CH:5]=1)([O-:3])=[O:2]. Procedure: A 250 mL three necked round bottom flask equipped with a mechanical stirrer, addition funnel, thermometer, and a reflux condenser is charged with (2R)-2-(4-nitrophenyl)propan-1-ol (2.0 g, 11.04 mmol), phthalimide (1.62 g, 11.04 mm), triphenylphosphine (4.3 g, 16.59 mmol) and THF (50.0 mL) at room temperature. To this solution was added DEAD (2.6 mL, 16.59 mmol) over a period of 5 minutes (reaction exothermed to reflux by the end of addition). The reaction was then stirred to room temperature ove... Reactants: O=C([O-])[O-], CS(C)=O, O=[N+]([O-])c1ccccc1F, [K+], [K+], CCOC(=O)c1cc(CC)sc1N. Product: CCOC(=O)c1cc(CC)sc1Nc1ccccc1[N+](=O)[O-]. As a reaction SMILES: [C:24](=[O:25])([O-:26])[O-:27].[CH3:30][S:31]([CH3:32])=[O:33].[F:1][c:2]1[c:3]([N+:8](=[O:9])[O-:10])[cH:4][cH:5][cH:6][cH:7]1.[K+:28].[K+:29].[NH2:11][c:12]1[s:13][c:14]([CH2:22][CH3:23])[cH:15][c:16]1[C:17](=[O:18])[O:19][CH2:20][CH3:21]>>[c:2]1([NH:11][c:12]2[s:13][c:14]([CH2:22][CH3:23])[cH:15][c:16]2[C:17](=[O:18])[O:19][CH2:20][CH3:21])[c:3]([N+:8](=[O:9])[O-:10])[cH:4][cH:5][cH:6][cH:7]1.